Dataset: the Open Reaction Database (ORD), a public repository of structured organic reaction records. Task: describe an organic reaction: reactants, conditions, products, and yield The reactants are CC1(OCC(C1)CN)C(=O)OC(C)(C)C (2-methyl-4-aminomethyl-2-tetrahydrofuroic acid, tert-butyl ester), C(C1=CC=CC=C1)(=O)Cl (benzoyl chloride), CN1CCOCC1 (N-methylmorpholine), 2.5d. Product: CC1(OCC(C1)CNC(C1=CC=CC=C1)=O)C(=O)O (2-Methyl-4-benzoylaminomethyl-2-tetrahydrofuroic Acid). RXN SMILES: [CH3:1][C:2]1([C:9]([O:11]C(C)(C)C)=[O:10])[CH2:6][CH:5]([CH2:7][NH2:8])[CH2:4][O:3]1.[C:16](Cl)(=[O:23])[C:17]1[CH:22]=[CH:21][CH:20]=[CH:19][CH:18]=1.CN1CCOCC1>>[CH3:1][C:2]1([C:9]([OH:11])=[O:10])[CH2:6][CH:5]([CH2:7][NH:8][C:16](=[O:23])[C:17]2[CH:22]=[CH:21][CH:20]=[CH:19][CH:18]=2)[CH2:4][O:3]1. Reported procedure: At room temperature, to a solution of 2-methyl-4-aminomethyl-2-tetrahydrofuroic acid, tert-butyl ester (30 mg, 0.139 mmole) was added benzoyl chloride (0.167 mmol, 24 mg) and N-methylmorpholine (0.334 mmol, 34 mg). After being stirred at room temperature for 2.5d, volatiles were removed and the residue was flash chromatographed through silica gel. The title compound was obtained in quantitative yield (47 mg). TLC: Rf=0.45 (1:1 hexane:ethyl acetate); Mass Spectrum: ESI m/e 320 (M+1)+.